This data is from the Open Reaction Database (ORD), a public repository of structured organic reaction records. The task is: describe an organic reaction: reactants, conditions, products, and yield The reactants are BrCCOCCOC (1-bromo-2-(2-methoxyethoxy)-ethane), O (water), [H-].[Na+] (sodium hydride), C(C)(C)(C)OC(N[C@H](CC1=C2N(C=3C=CC(=CC13)O)CCC2)C)=O ((S)-[2-(6-hydroxy-2,3-dihydro-1H-3a-aza-cyclopenta[a]inden-8-yl)-1-methyl-ethyl]-carbamic acid tert-butyl ester). Solvent: CN(C=O)C (N,N-dimethylformamide), C(C)(=O)OCC (ethyl acetate). Reaction conditions: time 30 minute. Yields the product COCCOCCOC1=CC=2C(=C3N(C2C=C1)CCC3)C[C@H](C)N ((S)-2-{6-[2-(2-methoxy-ethoxy)-ethoxy]-2,3-dihydro-1H-3a-aza-cyclopenta[a]inden-8-yl}-1-methyl-ethylamine). Yield: 49.4%. Reaction SMILES: [H-].[Na+].C(OC(=O)[NH:9][C@@H:10]([CH3:25])[CH2:11][C:12]1[C:20]2[CH:19]=[C:18]([OH:21])[CH:17]=[CH:16][C:15]=2[N:14]2[CH2:22][CH2:23][CH2:24][C:13]=12)(C)(C)C.Br[CH2:28][CH2:29][O:30][CH2:31][CH2:32][O:33][CH3:34].O>CN(C)C=O.C(OCC)(=O)C>[CH3:34][O:33][CH2:32][CH2:31][O:30][CH2:29][CH2:28][O:21][C:18]1[CH:17]=[CH:16][C:15]2[N:14]3[CH2:22][CH2:23][CH2:24][C:13]3=[C:12]([CH2:11][C@@H:10]([NH2:9])[CH3:25])[C:20]=2[CH:19]=1 |f:0.1|. Procedure: 25 mg sodium hydride 55-65% in oil was added to a solution of 165 mg (S)-[2-(6-hydroxy-2,3-dihydro-1H-3a-aza-cyclopenta[a]inden-8-yl)-1-methyl-ethyl]-carbamic acid tert-butyl ester in 1.5 mL N,N-dimethylformamide. The mixture was stirred at room temperature for 30 min, then 122 mg 1-bromo-2-(2-methoxyethoxy)-ethane was added to the mixture and the mixture was stirred at room temperature for an additional 7 h. The reaction mixture was distributed between water and ethyl acetate. The phases were s...